From a dataset of the Open Reaction Database (ORD), a public repository of structured organic reaction records. describe an organic reaction: reactants, conditions, products, and yield The reactants are CC(=O)O, CN1CCCC1=O, CCN(C(C)C)C(C)C, NC1c2cccc(-c3nc4ccc(F)cc4[nH]3)c2-n2cccc21, O=C(O)c1ccnc2[nH]ccc12. The product is O=C(NC1c2cccc(-c3nc4ccc(F)cc4[nH]3)c2-n2cccc21)c1ccnc2[nH]ccc12. RXN SMILES: [C:1]([OH:2])(=[O:3])[CH3:4].[CH3:49][N:50]1[CH2:51][CH2:52][CH2:53][C:54]1=[O:55].[CH:40]([N:41]([CH:42]([CH3:43])[CH3:44])[CH2:45][CH3:46])([CH3:47])[CH3:48].[F:5][c:6]1[cH:7][cH:8][c:9]2[c:10]([nH:11][c:12](-[c:14]3[cH:15][cH:16][cH:17][c:18]4[c:22]3-[n:21]3[c:20]([cH:25][cH:24][cH:23]3)[CH:19]4[NH2:26])[n:13]2)[cH:27]1.[nH:28]1[cH:29][cH:30][c:31]2[c:32]1[n:33][cH:34][cH:35][c:36]2[C:37](=[O:38])[OH:39]>>[F:5][c:6]1[cH:7][cH:8][c:9]2[c:10]([nH:11][c:12](-[c:14]3[cH:15][cH:16][cH:17][c:18]4[c:22]3-[n:21]3[c:20]([cH:25][cH:24][cH:23]3)[CH:19]4[NH:26][C:37]([c:36]3[c:31]4[cH:30][cH:29][nH:28][c:32]4[n:33][cH:34][cH:35]3)=[O:38])[n:13]2)[cH:27]1.